This data is from the Open Reaction Database (ORD), a public repository of structured organic reaction records. The task is: describe an organic reaction: reactants, conditions, products, and yield Reactants: ClC=1C=C(C=CC1C#N)N([C@@H](C)C(=O)O)CC(F)(F)F (N-(3-chloro-4-cyanophenyl)-N-(2,2,2-trifluoroethyl)alanine), C(C)N (ethylamine). Yields the product ClC=1C=C(C=CC1C#N)N([C@@H](C)C(=O)NCC)CC(F)(F)F (N2-(3-Chloro-4-cyanophenyl)-N1-ethyl-N2-(2,2,2-trifluoroethyl)alaninamide). Reaction SMILES: [Cl:1][C:2]1[CH:3]=[C:4]([N:10]([CH2:16][C:17]([F:20])([F:19])[F:18])[C@H:11]([C:13]([OH:15])=O)[CH3:12])[CH:5]=[CH:6][C:7]=1[C:8]#[N:9].[CH2:21]([NH2:23])[CH3:22]>>[Cl:1][C:2]1[CH:3]=[C:4]([N:10]([CH2:16][C:17]([F:20])([F:19])[F:18])[C@H:11]([C:13]([NH:23][CH2:21][CH3:22])=[O:15])[CH3:12])[CH:5]=[CH:6][C:7]=1[C:8]#[N:9]. Procedure: Synthesized in a manner similar to example 3 using N-(3-chloro-4-cyanophenyl)-N-(2,2,2-trifluoroethyl)alanine and ethylamine: MS (ES) m/z 334 (M+1). The reactants are FC1=C(C(=CC(=C1)CO)F)C1=C(C=CC(=N1)C(=O)OC)F (methyl 6-(2,6-difluoro-4-(hydroxymethyl)phenyl)-5-fluoropicolinate), [H-].[Na+] (sodium hydride), [H-].[Na+] (NaH), C(C)I (Ethyl iodide). The solvent is CN(C)C=O (DMF). Conditions: temperature 0 celsius, time 2 minute. Product: C(C)OCC1=CC(=C(C(=C1)F)C1=C(C=CC(=N1)C(=O)OC)F)F (methyl 6-(4-(ethoxymethyl)-2,6-difluorophenyl)-5-fluoropicolinate). Reaction SMILES: [F:1][C:2]1[CH:7]=[C:6]([CH2:8][OH:9])[CH:5]=[C:4]([F:10])[C:3]=1[C:11]1[N:16]=[C:15]([C:17]([O:19][CH3:20])=[O:18])[CH:14]=[CH:13][C:12]=1[F:21].[H-].[Na+].[CH2:24](I)[CH3:25]>CN(C=O)C>[CH2:24]([O:9][CH2:8][C:6]1[CH:5]=[C:4]([F:10])[C:3]([C:11]2[N:16]=[C:15]([C:17]([O:19][CH3:20])=[O:18])[CH:14]=[CH:13][C:12]=2[F:21])=[C:2]([F:1])[CH:7]=1)[CH3:25] |f:1.2|. Reported procedure: To a solution of methyl 6-(2,6-difluoro-4-(hydroxymethyl)phenyl)-5-fluoropicolinate (1.0 equiv.) in DMF (0.20 M) (colorless) at 0° C. was added sodium hydride (1.2 equiv.) and the reaction was stirred at 0° C. for 2 min. Ethyl iodide (1.2 equiv.) was added and the reaction was allowed to warm to room temperature. After 1 h, additional 1.0 equiv. of NaH was added and stirred for 15 mi. Reaction was quenched by the addition of sat. Ammonium chloride. The aqueous was acidified with conc HCl to pH3 ... Starting materials: C(C(C)(C)C)(=O)OCOC(=O)C1C(=CS[C@H]2N1C([C@H]2NC(\C(=C/CC)\C=2N=C(SC2)NC(=O)OC(C)(C)C)=O)=O)Cl (7beta-[(Z)-2-(2-t-butoxycarbonylaminothiazol-4-yl)-2-pentenoyl]amino-3-chloro-2-cephem-4-carboxylic acid pivaloyloxymethyl ester), ClC1=CC(=CC=C1)C(=O)OO (m-chloroperbenzoic acid). The solvent is ClCCl (dichloromethane), ClCCl (dichloromethane), C(O)([O-])=O.[Na+] (sodium hydrogen carbonate). Run at temperature 0 celsius. Product: C(C(C)(C)C)(=O)OCOC(=O)C1=C(CS([C@H]2N1C([C@H]2NC(\C(=C/CC)\C=2N=C(SC2)NC(=O)OC(C)(C)C)=O)=O)=O)Cl (7beta-[(Z)-2-(2-t-butoxycarbonylaminothiazol-4-yl)-2-pentenoyl]amino-3-chloro-3-cephem-4-carboxylic acid 1-oxide pivaloyloxymethyl ester). Isolated yield 76.2%. RXN SMILES: [C:1]([O:7][CH2:8][O:9][C:10]([CH:12]1[N:17]2[C:18](=[O:40])[C@@H:19]([NH:20][C:21](=[O:39])/[C:22](/[C:26]3[N:27]=[C:28]([NH:31][C:32]([O:34][C:35]([CH3:38])([CH3:37])[CH3:36])=[O:33])[S:29][CH:30]=3)=[CH:23]\[CH2:24][CH3:25])[C@H:16]2[S:15][CH:14]=[C:13]1[Cl:41])=[O:11])(=[O:6])[C:2]([CH3:5])([CH3:4])[CH3:3].ClC1C=CC=C(C(OO)=[O:50])C=1>ClCCl.C(=O)([O-])O.[Na+]>[C:1]([O:7][CH2:8][O:9][C:10]([C:12]1[N:17]2[C:18](=[O:40])[C@@H:19]([NH:20][C:21](=[O:39])/[C:22](/[C:26]3[N:27]=[C:28]([NH:31][C:32]([O:34][C:35]([CH3:38])([CH3:37])[CH3:36])=[O:33])[S:29][CH:30]=3)=[CH:23]\[CH2:24][CH3:25])[C@H:16]2[S:15](=[O:50])[CH2:14][C:13]=1[Cl:41])=[O:11])(=[O:6])[C:2]([CH3:4])([CH3:3])[CH3:5] |f:3.4|. Reported procedure: To a solution of 7beta-[(Z)-2-(2-t-butoxycarbonylaminothiazol-4-yl)-2-pentenoyl]amino-3-chloro-2-cephem-4-carboxylic acid pivaloyloxymethyl ester (410 mg) in dichloromethane (3 ml) is added dropwise a solution of m-chloroperbenzoic acid (47.4 mg) in dichloromethane (1 ml) with stirring at 0° C. After stirring at the same temperature for 20 minutes, the reaction mixture is diluted with aqueous sodium hydrogen carbonate. The organic layer is separated, washed with water, dried, and concentrated. T... Starting materials: CC(C)([O-])C.[K+] (potassium tert-butoxide), CC(C(C)=O)OCC(=O)OC (Methyl (1-methyl-2-oxopropoxy)acetate), Cl (HCl). Run in C(C)(C)(C)O (tert-butanol), CCOCC (ether), CCOCC (ether). Run at temperature 0 celsius, time 10 minute. Yields the product CC1OCC(CC1=O)=O (2-methyl-2H-pyran-3,5(4H,6H)-dione). RXN SMILES: CC(C)([O-])C.[K+].[CH3:7][CH:8]([O:12][CH2:13][C:14]([O:16]C)=O)[C:9](=[O:11])[CH3:10].Cl>C(O)(C)(C)C.CCOCC>[CH3:7][CH:8]1[C:9](=[O:11])[CH2:10][C:14](=[O:16])[CH2:13][O:12]1 |f:0.1|. Procedure: A mechanically stirred solution of potassium tert-butoxide in tert-butanol (1 M, 203 mL) under a nitrogen atmosphere was treated with anhydrous ether (125 mL), cooled to 0° C., treated with the product from Example 84B (15.5 g, 97 mmol) in ether (55 mL) over 2 minutes, stirred for 10 minutes and then treated with 2M HCl (240 mL). The layers were separated and the aqueous layer was extracted with ethyl acetate (2×, 200 mL). The combined organic layers were washed with brine, dried (MgSO4), filter...